Dataset: the Open Reaction Database (ORD), a public repository of structured organic reaction records. Task: describe an organic reaction: reactants, conditions, products, and yield Starting materials: C(Cl)Cl (CH2Cl2), ClCCCN1CC2C(C1)CCOC2=O (2-(3-chloropropyl)hexahydropyrano[3,4-c]pyrrol-4(2H)-one), C(=O)([O-])[O-].[K+].[K+] (K2CO3), FC1=CC=C(C=C1)NC1=NC=NC2=CC(=C(C=C12)O)OC (4-((4-fluorophenyl)amino)-7-methoxyquinazolin-6-ol). Reagents/catalysts: [I-].C(CCC)[N+](CCCC)(CCCC)CCCC (tetrabutylammonium iodide). Solvent: CN(C)C=O (DMF). Run at temperature 90 celsius, time 10 hour. The product is FC1=CC=C(C=C1)NC1=NC=NC2=CC(=C(C=C12)OCCCN1CC2C(C1)CCOC2=O)OC (2-(3-((4-((4-fluorophenyl)amino)-7-methoxyquinazolin-6-yl)oxy)propyl)hexahydropyrano[3,4-c]pyrrol-4(2H)-one). Yield: 37.3%. As a reaction SMILES: Cl[CH2:2][CH2:3][CH2:4][N:5]1[CH2:9][CH:8]2[CH2:10][CH2:11][O:12][C:13](=[O:14])[CH:7]2[CH2:6]1.C([O-])([O-])=O.[K+].[K+].[F:21][C:22]1[CH:27]=[CH:26][C:25]([NH:28][C:29]2[C:38]3[C:33](=[CH:34][C:35]([O:40][CH3:41])=[C:36]([OH:39])[CH:37]=3)[N:32]=[CH:31][N:30]=2)=[CH:24][CH:23]=1.C(Cl)Cl>CN(C=O)C.[I-].C([N+](CCCC)(CCCC)CCCC)CCC>[F:21][C:22]1[CH:23]=[CH:24][C:25]([NH:28][C:29]2[C:38]3[C:33](=[CH:34][C:35]([O:40][CH3:41])=[C:36]([O:39][CH2:2][CH2:3][CH2:4][N:5]4[CH2:9][CH:8]5[CH2:10][CH2:11][O:12][C:13](=[O:14])[CH:7]5[CH2:6]4)[CH:37]=3)[N:32]=[CH:31][N:30]=2)=[CH:26][CH:27]=1 |f:1.2.3,7.8|. Procedure details: To a solution of 2-(3-chloropropyl)hexahydropyrano[3,4-c]pyrrol-4(2H)-one (0.25 g) in DMF (8 mL) was added K2CO3 (3.0 eq), 4-((4-fluorophenyl)amino)-7-methoxyquinazolin-6-ol (0.38 g) and tetrabutylammonium iodide (0.1 eq). The reaction mixture was heated to 90° C. and stirred for 10 h. To the mixture was added CH2Cl2 (100 mL). The mixture was washed with water and brine. The organic layer was dried over anhydrous Na2SO4 and filtered. The filtrate was concentrated in vacuo and the residue was chr... The product is [N-]=[N+]=NC1CCC(c2ccc(F)cc2)CC1. RXN SMILES: [CH3:1][S:2]([OH:3])(=[O:4])=[O:5].[CH3:24][N:25]([CH3:26])[CH:27]=[O:28].[F:6][c:7]1[cH:8][cH:9][c:10]([CH:13]2[CH2:14][CH2:15][CH:16]([OH:19])[CH2:17][CH2:18]2)[cH:11][cH:12]1.[N-:21]=[N+:22]=[N-:23].[Na+:20]>>[F:6][c:7]1[cH:8][cH:9][c:10]([CH:13]2[CH2:14][CH2:15][CH:16]([N:21]=[N+:22]=[N-:23])[CH2:17][CH2:18]2)[cH:11][cH:12]1. Starting materials: CS(=O)(=O)O, CN(C)C=O, OC1CCC(c2ccc(F)cc2)CC1, [N-]=[N+]=[N-], [Na+].